This data is from the Open Reaction Database (ORD), a public repository of structured organic reaction records. The task is: describe an organic reaction: reactants, conditions, products, and yield The reactants are C(C)OC(=O)C=1N(C=C(C1)[N+](=O)[O-])CCC(C)C (1-(3-Methyl-butyl)-4-nitro-1H-pyrrole-2-carboxylic acid ethyl ester), [OH-].[Na+] (NaOH). The solvent is CO (methanol). Run at temperature 50 celsius, time 1.5 hour. The product is CC(CCN1C(=CC(=C1)[N+](=O)[O-])C(=O)O)C (1-(3-methyl-butyl)-4-nitro-1H-pyrrole-2-carboxylic acid). The yield is 100.7%. RXN SMILES: C([O:3][C:4]([C:6]1[N:7]([CH2:14][CH2:15][CH:16]([CH3:18])[CH3:17])[CH:8]=[C:9]([N+:11]([O-:13])=[O:12])[CH:10]=1)=[O:5])C.[OH-].[Na+]>CO>[CH3:17][CH:16]([CH3:18])[CH2:15][CH2:14][N:7]1[CH:8]=[C:9]([N+:11]([O-:13])=[O:12])[CH:10]=[C:6]1[C:4]([OH:5])=[O:3] |f:1.2|. Reported procedure: 1-(3-Methyl-butyl)-4-nitro-1H-pyrrole-2-carboxylic acid ethyl ester (1.44 g,) was dissolved in 50 ml of methanol and 25 ml of 20% aqueous NaOH was added. The reaction mixture was stirred at 50° C. for 1.5 h until there was no starting material checked by TLC. The reaction mixture was concentrated to about 20 ml, 200 ml of water was added. The resulting solution was neutralized with 5 M hydrochloric acid to pH 2 and the precipitates formed were collected by filtration, washed with water and dried...